From a dataset of the Open Reaction Database (ORD), a public repository of structured organic reaction records. describe an organic reaction: reactants, conditions, products, and yield The reactants are solution, C[Mg]Br (methylmagnesium bromide), CON(C(=O)C1=NN(C(=C1)CC)CC)C (N-Methoxy-N-methyl-1,5-diethylpyrazole-3-carboxamide), C(C)O (ethanol), Cl (HCl). The solvent is CCOCC (ether), O1CCCC1 (tetrahydrofuran), CCOC(=O)C (EtOAc), O (water). Reaction conditions: time 1 hour. Product: C(C)(=O)C1=NN(C(=C1)CC)CC (3-Acetyl-1,5-diethylpyrazole). RXN SMILES: CON(C)[C:4]([C:6]1[CH:10]=[C:9]([CH2:11][CH3:12])[N:8]([CH2:13][CH3:14])[N:7]=1)=[O:5].[CH3:16][Mg]Br.C(O)C.Cl>O1CCCC1.CCOCC.CCOC(C)=O.O>[C:4]([C:6]1[CH:10]=[C:9]([CH2:11][CH3:12])[N:8]([CH2:13][CH3:14])[N:7]=1)(=[O:5])[CH3:16]. Procedure: N-Methoxy-N-methyl-1,5-diethylpyrazole-3-carboxamide (10.1 g) in dry tetrahydrofuran (180 ml) was cooled in an ice-bath and treated with a 3.0M solution of methylmagnesium bromide in ether (20.68 ml) added dropwise over 10 minutes. After stirring for 1 hour the mixture was treated with a mixture of ethanol (5 ml) and 5M aqueous HCl (1 ml). The mixture was then diluted with EtOAc and water. The organic phase was separated and the aqueous phase extracted twice with EtOAc. The combined organic extr... Starting materials: COC(NC1CN(C2=CC=CC=C2C1)C(CC(C[C@@H]([C@H](CN)O)NC(=O)OC(C)(C)C)(C)C)=O)=O ([1-(7-amino-5(S)-tert-butoxycarbonylamino-6(S)-hydroxy-3,3-dimethyl-heptanoyl)-1,2,3,4-tetrahydro-quinolin-3(R,S)-yl]-carbamic acid methyl ester), C([O-])([O-])=O.[Na+].[Na+] (sodium carbonate), C(C(C)(C)C)(=O)Cl (pivaloyl chloride). The solvent is C(C)(=O)OCC (ethyl acetate). Run at time 15 minute. The product is COC(NC1CN(C2=CC=CC=C2C1)C(CC(C[C@@H]([C@H](CNC(C(C)(C)C)=O)O)NC(=O)OC(C)(C)C)(C)C)=O)=O ({1-[5(S)-tert-butoxycarbonylamino-7-(2,2-dimethyl-propionylamino)-6(S)-hydroxy-3,3-dimethyl-heptanoyl]-1,2,3,4-tetrahydro-quinolin-3(R,S)-yl}-carbamic acid methyl ester), SiO2. Reaction SMILES: [CH3:1][O:2][C:3](=[O:35])[NH:4][CH:5]1[CH2:14][C:13]2[C:8](=[CH:9][CH:10]=[CH:11][CH:12]=2)[N:7]([C:15](=[O:34])[CH2:16][C:17]([CH3:33])([CH3:32])[CH2:18][C@H:19]([NH:24][C:25]([O:27][C:28]([CH3:31])([CH3:30])[CH3:29])=[O:26])[C@@H:20]([OH:23])[CH2:21][NH2:22])[CH2:6]1.C(=O)([O-])[O-].[Na+].[Na+].[C:42](Cl)(=[O:47])[C:43]([CH3:46])([CH3:45])[CH3:44]>C(OCC)(=O)C>[CH3:1][O:2][C:3](=[O:35])[NH:4][CH:5]1[CH2:14][C:13]2[C:8](=[CH:9][CH:10]=[CH:11][CH:12]=2)[N:7]([C:15](=[O:34])[CH2:16][C:17]([CH3:33])([CH3:32])[CH2:18][C@H:19]([NH:24][C:25]([O:27][C:28]([CH3:30])([CH3:29])[CH3:31])=[O:26])[C@@H:20]([OH:23])[CH2:21][NH:22][C:42](=[O:47])[C:43]([CH3:46])([CH3:45])[CH3:44])[CH2:6]1 |f:1.2.3|. Procedure: To a solution of 0.030 g of [1-(7-amino-5(S)-tert-butoxycarbonylamino-6(S)-hydroxy-3,3-dimethyl-heptanoyl)-1,2,3,4-tetrahydro-quinolin-3(R,S)-yl]-carbamic acid methyl ester in 0.6 ml of ethyl acetate at room temperature under argon is added 0.6 ml of saturated aqueous sodium carbonate solution. The mixture is stirred for 15 minutes at room temperature and and 0.011 ml of pivaloyl chloride are added. The mixture is stirred at room temperature for 1.5 hours. The layers are separated and the aqueou... Reactants: COC=1N=NC=CC1C(C[C@@H](C1=C(C=CC=C1)C)C1=CC=C(C=C1)C1CCN(CC1)S(=O)(=O)C)=O ((R)-1-(3-methoxypyridazin-4-yl)-3-(4-(1-(methylsulfonyl)piperidin-4-yl)phenyl)-3-o-tolylpropan-1-one), Cl (hydrochloric acid). Solvent: O1CCOCC1 (1,4-dioxane). Reaction conditions: temperature 80 celsius. Product: CS(=O)(=O)N1CCC(CC1)C1=CC=C(C=C1)[C@@H](CC(=O)C=1C(NN=CC1)=O)C1=C(C=CC=C1)C ((R)-4-(3-(4-(1-(Methylsulfonyl)piperidin-4-yl)phenyl)-3-o-tolylpropanoyl)pyridazin-3(2H)-one). Isolated yield 112.6%. RXN SMILES: C[O:2][C:3]1[N:4]=[N:5][CH:6]=[CH:7][C:8]=1[C:9](=[O:35])[CH2:10][C@H:11]([C:19]1[CH:24]=[CH:23][C:22]([CH:25]2[CH2:30][CH2:29][N:28]([S:31]([CH3:34])(=[O:33])=[O:32])[CH2:27][CH2:26]2)=[CH:21][CH:20]=1)[C:12]1[CH:17]=[CH:16][CH:15]=[CH:14][C:13]=1[CH3:18].Cl>O1CCOCC1>[CH3:34][S:31]([N:28]1[CH2:27][CH2:26][CH:25]([C:22]2[CH:23]=[CH:24][C:19]([C@H:11]([C:12]3[CH:17]=[CH:16][CH:15]=[CH:14][C:13]=3[CH3:18])[CH2:10][C:9]([C:8]3[C:3](=[O:2])[NH:4][N:5]=[CH:6][CH:7]=3)=[O:35])=[CH:20][CH:21]=2)[CH2:30][CH2:29]1)(=[O:33])=[O:32]. Reported procedure: To a solution of (R)-1-(3-methoxypyridazin-4-yl)-3-(4-(1-(methylsulfonyl)piperidin-4-yl)phenyl)-3-o-tolylpropan-1-one (example 12, step 4; 50 mg, 0.10 mmol) in 1,4-dioxane (1.5 mL) was added 37% aq. hydrochloric acid solution (0.17 mL, 2.0 mmol) and the resulting solution was heated at 80° C. for 2½ h, then after cooling partitioned between ethyl acetate and sat. aq. sodium hydrogencarbonate solution. The organic layer was washed with brine, dried over magnesium sulfate, filtered, and evaporated... Starting materials: ClCCCBr, C1CCOC1, [H-], O=C1CCCCN1, [Na+]. Product: O=C1CCCCN1CCCCl. Reaction SMILES: [Br:10][CH2:11][CH2:12][CH2:13][Cl:14].[CH2:15]1[O:16][CH2:17][CH2:18][CH2:19]1.[H-:1].[NH:3]1[C:4](=[O:9])[CH2:5][CH2:6][CH2:7][CH2:8]1.[Na+:2]>>[N:3]1([CH2:11][CH2:12][CH2:13][Cl:14])[C:4](=[O:9])[CH2:5][CH2:6][CH2:7][CH2:8]1. Reactants: CCN(CC)C(=O)Cl, CC1CCC(N(C(=O)Nc2ncc(Cl)s2)C2CCNCC2)CC1. Yields the product CCN(CC)C(=O)N1CCC(N(C(=O)Nc2ncc(Cl)s2)C2CCC(C)CC2)CC1. RXN SMILES: [CH2:24]([CH3:25])[N:26]([C:27](=[O:28])[Cl:29])[CH2:30][CH3:31].[Cl:1][c:2]1[cH:3][n:4][c:5]([NH:7][C:8]([N:9]([CH:10]2[CH2:11][CH2:12][NH:13][CH2:14][CH2:15]2)[CH:16]2[CH2:17][CH2:18][CH:19]([CH3:22])[CH2:20][CH2:21]2)=[O:23])[s:6]1>>[Cl:1][c:2]1[cH:3][n:4][c:5]([NH:7][C:8]([N:9]([CH:10]2[CH2:11][CH2:12][N:13]([C:27]([N:26]([CH2:24][CH3:25])[CH2:30][CH3:31])=[O:28])[CH2:14][CH2:15]2)[CH:16]2[CH2:17][CH2:18][CH:19]([CH3:22])[CH2:20][CH2:21]2)=[O:23])[s:6]1. As a reaction SMILES: [C:1]1([CH:7]2[O:11][N:10]=[C:9]([C:12]3[N:13]=[C:14]([N:17]4[CH2:22][CH2:21][N:20](CC(OC(C)(C)C)=O)[CH2:19][CH2:18]4)[S:15][CH:16]=3)[CH2:8]2)[CH:6]=[CH:5][CH:4]=[CH:3][CH:2]=1.[ClH:31]>C(OCC)C.CO>[ClH:31].[C:1]1([CH:7]2[O:11][N:10]=[C:9]([C:12]3[N:13]=[C:14]([N:17]4[CH2:22][CH2:21][NH:20][CH2:19][CH2:18]4)[S:15][CH:16]=3)[CH2:8]2)[CH:2]=[CH:3][CH:4]=[CH:5][CH:6]=1 |f:4.5|. The product is Cl.C1(=CC=CC=C1)C1CC(=NO1)C=1N=C(SC1)N1CCNCC1 (1-[4-(4,5-dihydro-5-phenyl-3-isoxazolyl)-2-thiazolyl]-piperazine hydrochloride). Conditions: time 8 hour. Procedure details: To a solution of 1,1-dimethylethyl 4-[4-(4,5-dihydro-5-phenyl-3-isoxazolyl)-2-thiazolyl]-1-piperazineacetate (i.e. the product of Example 7, Step D) (0.7 g, 1.686 mmol) in diethyl ether (10 mL) was added a 2 M solution of hydrogen chloride in methanol (10 mL) at room temperature. The reaction mixture was stirred at room temperature for 8 h. The resulting white precipitate was filtered, and dried to give 500 mg of the title compound as a white solid. The solvent is C(C)OCC (diethyl ether), CO (methanol). Starting materials: C1(=CC=CC=C1)C1CC(=NO1)C=1N=C(SC1)N1CCN(CC1)CC(=O)OC(C)(C)C (1,1-dimethylethyl 4-[4-(4,5-dihydro-5-phenyl-3-isoxazolyl)-2-thiazolyl]-1-piperazineacetate), C1(=CC=CC=C1)C1CC(=NO1)C=1N=C(SC1)N1CCN(CC1)CC(=O)OC(C)(C)C (1,1-dimethylethyl 4-[4-(4,5-dihydro-5-phenyl-3-isoxazolyl)-2-thiazolyl]-1-piperazineacetate), solution, Cl (hydrogen chloride). Reaction SMILES: [BrH:1].C1(C)C=CC(S([N:11]2[CH2:16][C@H:15]3[CH2:17][C@@H:12]2[CH2:13][N:14]3[CH2:18][C:19]2[CH:24]=[CH:23][CH:22]=[CH:21][CH:20]=2)(=O)=O)=CC=1>C(O)(=O)C>[BrH:1].[BrH:1].[C:19]1([CH2:18][N:14]2[CH2:13][C@H:12]3[CH2:17][C@@H:15]2[CH2:16][NH:11]3)[CH:20]=[CH:21][CH:22]=[CH:23][CH:24]=1 |f:3.4.5|. Isolated yield 89.0%. Solvent: C(C)(=O)O (acetic acid). Product: Br.Br.C1(=CC=CC=C1)CN1[C@H]2CN[C@@H](C1)C2 ((1R, 4R)-5-PHENYLMETHYL-2,5-DIAZABICYCLO-[2.2.1]-HEPTANE, DIHYDROBROMIDE). Procedure details: To a hot solution of 2.85 L of hydrobromic acid 33% in acetic acid* at 70° C. there was added 1428 g (4.17 moles) of (1R, 4R)-2-(4-toluenesulfonyl)-5-phenylmethyl-2,5-diazabicyclo-[2.2.1]-heptane (8). The solution was stirred for 12 h. The resulting suspension was cooled (18°-20° C.). The precipitate was filtered, washed with diisopropylether and dried at 40° C. under reduced pressure to give 1294 g (89%) of the titled compound. M.P. =276° C. [α]D =-0.38° (c=1, H2O). Run at time 12 hour. Starting materials: Br (hydrobromic acid), C1(=CC=C(C=C1)S(=O)(=O)N1[C@H]2CN([C@@H](C1)C2)CC2=CC=CC=C2)C ((1R, 4R)-2-(4-TOLUENESULFONYL)-5-PHENYLMETHYL-2,5-DIAZABICYCLO-[2.2.1]-HEPTANE).